Dataset: the Open Reaction Database (ORD), a public repository of structured organic reaction records. Task: describe an organic reaction: reactants, conditions, products, and yield The reactants are ClCCl, CC(CO)(COCc1cc(C(F)(F)F)cc(C(F)(F)F)c1)c1ccccc1, Cc1ccc(S(=O)(=O)Cl)cc1, c1ccncc1. Product: Cc1ccc(S(=O)(=O)OCC(C)(COCc2cc(C(F)(F)F)cc(C(F)(F)F)c2)c2ccccc2)cc1. As a reaction SMILES: [CH2:45]([Cl:46])[Cl:47].[F:1][C:2]([c:3]1[cH:4][c:5]([CH2:6][O:7][CH2:8][C:9]([CH2:10][OH:11])([c:12]2[cH:13][cH:14][cH:15][cH:16][cH:17]2)[CH3:18])[cH:19][c:20]([C:22]([F:23])([F:24])[F:25])[cH:21]1)([F:26])[F:27].[c:34]1([CH3:44])[cH:35][cH:36][c:37]([S:40](=[O:41])(=[O:42])[Cl:43])[cH:38][cH:39]1.[cH:28]1[cH:29][cH:30][n:31][cH:32][cH:33]1>>[F:1][C:2]([c:3]1[cH:4][c:5]([CH2:6][O:7][CH2:8][C:9]([CH2:10][O:11][S:40]([c:37]2[cH:36][cH:35][c:34]([CH3:44])[cH:39][cH:38]2)(=[O:41])=[O:42])([c:12]2[cH:13][cH:14][cH:15][cH:16][cH:17]2)[CH3:18])[cH:19][c:20]([C:22]([F:23])([F:24])[F:25])[cH:21]1)([F:26])[F:27].